This data is from the Open Reaction Database (ORD), a public repository of structured organic reaction records. The task is: describe an organic reaction: reactants, conditions, products, and yield Reactants: ClC=1C=2N(C=CN1)C(=NC2)SC (8-chloro-3-methylsulfanyl-imidazo[1,5-a]pyrazine), IN1C(CCC1=O)=O (N-iodosuccinimide). Solvent: CCOC(=O)C (EtOAc), CN(C)C=O (DMF). Reaction conditions: temperature 55 celsius, time 6 hour. Yields the product ClC=1C=2N(C=CN1)C(=NC2I)SC (8-Chloro-1-iodo-3-methylsulfanyl-imidazo[1,5-a]pyrazine). The yield is 94.0%. RXN SMILES: [Cl:1][C:2]1[C:3]2[N:4]([C:8]([S:11][CH3:12])=[N:9][CH:10]=2)[CH:5]=[CH:6][N:7]=1.[I:13]N1C(=O)CCC1=O>CN(C=O)C.CCOC(C)=O>[Cl:1][C:2]1[C:3]2[N:4]([C:8]([S:11][CH3:12])=[N:9][C:10]=2[I:13])[CH:5]=[CH:6][N:7]=1. Procedure: P To a solution of 8-chloro-3-methylsulfanyl-imidazo[1,5-a]pyrazine (1.75 g, 0.00876 mol) in DMF (15 mL) was added N-iodosuccinimide (3.94 g, 0.0175 mol), the resulting mixture was stirred at 55° C. for 6 hrs. The mixture was diluted with EtOAc (200 mL), washed with sat. aq. NaHCO3 (40 mL), water (2×40 mL), brine (40 mL), and dried over anhydrous sodium sulfate. The crude material was purified by silica gel chromatography to give the title compound as a yellow solid, 2.68 g, 94% yield. 1H NMR (C... The reactants are BrCC(=O)C1=CC=C(C=C1)OC (2-bromo-1-(4-methoxyphenyl)ethanone), C(#N)CC(=S)N (2-cyanothioacetamide). Product: COC1=CC=C(C=C1)C=1N=C(SC1)CC#N (2-(4-(4-Methoxyphenyl)thiazol-2-yl)acetonitrile). Yield: 75.0%. RXN SMILES: Br[CH2:2][C:3]([C:5]1[CH:10]=[CH:9][C:8]([O:11][CH3:12])=[CH:7][CH:6]=1)=O.[C:13]([CH2:15][C:16]([NH2:18])=[S:17])#[N:14]>>[CH3:12][O:11][C:8]1[CH:9]=[CH:10][C:5]([C:3]2[N:18]=[C:16]([CH2:15][C:13]#[N:14])[S:17][CH:2]=2)=[CH:6][CH:7]=1. Reported procedure: This compound was synthesized from 2-bromo-1-(4-methoxyphenyl)ethanone and 2-cyanothioacetamide as described in example 1 step 1 (1.5 g, yield 75%). 1H NMR (300 MHz, CDCl3) δ 7.83 (d, J=8.9 Hz, 2H), 7.35 (s, 1H), 6.98 (d, J=8.9 Hz, 2H), 4.17 (s, 2H), 3.86 (s, 3H). MS (ESI) m/z: Calculated for C12H10N2OS: 230.05. found: 231.2 (M+H)+. Starting materials: COC=1C=C(C=CC1OC)NC=1C2=C(N=C(N1)C=1C=C(/C=C/C3=CC=C(C(=O)OC)C=C3)C=CC1)SC=N2 ((E)-methyl 4-(3-(7-(3,4-dimethoxyphenylamino)thiazolo[5,4-d]pyrimidin-5-yl)styryl)benzoate), [OH-].[Na+] (NaOH), Cl (HCl). Solvent: O1CCOCC1 (1,4-dioxane), O (H2O). Reaction conditions: time 8 hour. Yields the product COC=1C=C(C=CC1OC)NC=1C2=C(N=C(N1)C=1C=C(/C=C/C3=CC=C(C(=O)O)C=C3)C=CC1)SC=N2 ((E)-4-(3-(7-(3,4-dimethoxyphenylamino)thiazolo[5,4-d]pyrimidin-5-yl)styryl)benzoic acid). Isolated yield 38.0%. As a reaction SMILES: [CH3:1][O:2][C:3]1[CH:4]=[C:5]([NH:11][C:12]2[C:13]3[N:38]=[CH:37][S:36][C:14]=3[N:15]=[C:16]([C:18]3[CH:19]=[C:20]([CH:33]=[CH:34][CH:35]=3)/[CH:21]=[CH:22]/[C:23]3[CH:32]=[CH:31][C:26]([C:27]([O:29]C)=[O:28])=[CH:25][CH:24]=3)[N:17]=2)[CH:6]=[CH:7][C:8]=1[O:9][CH3:10].[OH-].[Na+].Cl>O1CCOCC1.O>[CH3:1][O:2][C:3]1[CH:4]=[C:5]([NH:11][C:12]2[C:13]3[N:38]=[CH:37][S:36][C:14]=3[N:15]=[C:16]([C:18]3[CH:19]=[C:20]([CH:33]=[CH:34][CH:35]=3)/[CH:21]=[CH:22]/[C:23]3[CH:32]=[CH:31][C:26]([C:27]([OH:29])=[O:28])=[CH:25][CH:24]=3)[N:17]=2)[CH:6]=[CH:7][C:8]=1[O:9][CH3:10] |f:1.2|. Reported procedure: To a stirred solution of (E)-methyl 4-(3-(7-(3,4-dimethoxyphenylamino)thiazolo[5,4-d]pyrimidin-5-yl)styryl)benzoate (90 mg, 0.17 mmol) in 3 mL of 1,4-dioxane and 3 mL of H2O was added NaOH (140 mg, 3.5 mmol) at room temperature. Then the reaction was stirred at room temperature overnight and then treated by conc. HCl until pH=3-4. The solvent was removed under reduce pressure the residue was purified by preparative HPLC to give (E)-4-(3-(7-(3,4-dimethoxyphenylamino)thiazolo[5,4-d]pyrimidin-5-yl)... Starting materials: BrCCCCC[C@H]1[C@H]2[C@@H]3CCC([C@@]3(C)C[C@@H]([C@@H]2C=2C=CC(=CC2C1)O)F)O (7α-(5-bromopentyl)-11β-fluor-estra-1,3,5(10)-triene-3,17-diol), CNCCCC(C(C(C(C(C(F)(F)F)(F)F)(F)F)(F)F)(F)F)(F)F (methyl-(4,4,5,5,6,6,7,7,8,8,9,9,9-tridecafluorononyl)-amine), CN1C(CCC1)=O (1-methyl-2-pyrrolidinone), [Cl-].[Na+] (sodium chloride). Yields the product F[C@@H]1[C@@H]2C=3C=CC(=CC3C[C@H]([C@H]2[C@@H]2CC[C@@H]([C@@]2(C)C1)O)CCCCCN(CCCC(C(C(C(C(C(F)(F)F)(F)F)(F)F)(F)F)(F)F)(F)F)C)O (11β-fluor-7α-{5-[methyl-(4,4,5,5,6,6,7,7,8,8,9,9,9-tridecafluoro-nonyl)-amino]-pentyl}-estra-1,3,5(10)-triene-3,17β-diol). RXN SMILES: BrC[CH2:3][CH2:4][CH2:5][CH2:6][C@@H:7]1[CH2:24][C:23]2[CH:22]=[C:21]([OH:25])[CH:20]=[CH:19][C:18]=2[C@@H:17]2[C@@H:8]1[C@H:9]1[C@@:13]([CH2:15][C@@H:16]2[F:26])([CH3:14])[CH:12]([OH:27])[CH2:11][CH2:10]1.[CH3:28][NH:29][CH2:30][CH2:31][CH2:32][C:33]([F:51])([F:50])[C:34]([F:49])([F:48])[C:35]([F:47])([F:46])[C:36]([F:45])([F:44])[C:37]([F:43])([F:42])[C:38]([F:41])([F:40])[F:39].[Cl-].[Na+].[CH3:54]N1CCCC1=O>>[F:26][C@H:16]1[CH2:15][C@@:13]2([CH3:14])[C@@H:9]([CH2:10][CH2:11][C@@H:12]2[OH:27])[C@H:8]2[C@H:17]1[C:18]1[CH:19]=[CH:20][C:21]([OH:25])=[CH:22][C:23]=1[CH2:24][C@H:7]2[CH2:6][CH2:5][CH2:4][CH2:3][CH2:28][N:29]([CH3:54])[CH2:30][CH2:31][CH2:32][C:33]([F:50])([F:51])[C:34]([F:49])([F:48])[C:35]([F:46])([F:47])[C:36]([F:44])([F:45])[C:37]([F:42])([F:43])[C:38]([F:40])([F:39])[F:41] |f:2.3|. Reported procedure: A solution of 466 mg of 7α-(5-bromopentyl)-11β-fluor-estra-1,3,5(10)-triene-3,17-diol in 10 ml of 1-methyl-2-pyrrolidinone is stirred with 1.17 g of methyl-(4,4,5,5,6,6,7,7,8,8,9,9,9-tridecafluorononyl)-amine for 3 hours at a bath temperature of 80° C. For working-up, the batch is added to saturated sodium chloride solution, extracted with ethyl acetate, dried on sodium sulfate, concentrated by evaporation in a vacuum and chromatographed on silica gel with dichloromethane/methanol. 625 mg of 11β... Starting materials: O1C(=NC2=C1C=CC=C2)N2[C@@H](CCCC2)C(=O)O ((2S)-1-(1,3-benzoxazol-2-yl)-2-piperidinecarboxylic acid), C(C1=CC=CC=C1)N1CC(CCC1)N (1-benzyl-3-piperidinylamine). The product is title compound, O1C(=NC2=C1C=CC=C2)N2[C@@H](CCCC2)C(=O)NC2CN(CCC2)CC2=CC=CC=C2 ((2S)-1-(1,3-benzoxazol-2-yl)-N2-(1-benzyl-3-piperidinyl)hexahydro-2-pyridinecarboxamide). As a reaction SMILES: [O:1]1[C:5]2[CH:6]=[CH:7][CH:8]=[CH:9][C:4]=2[N:3]=[C:2]1[N:10]1[CH2:15][CH2:14][CH2:13][CH2:12][C@H:11]1[C:16]([OH:18])=O.[CH2:19]([N:26]1[CH2:31][CH2:30][CH2:29][CH:28]([NH2:32])[CH2:27]1)[C:20]1[CH:25]=[CH:24][CH:23]=[CH:22][CH:21]=1>>[O:1]1[C:5]2[CH:6]=[CH:7][CH:8]=[CH:9][C:4]=2[N:3]=[C:2]1[N:10]1[CH2:15][CH2:14][CH2:13][CH2:12][C@H:11]1[C:16]([NH:32][CH:28]1[CH2:29][CH2:30][CH2:31][N:26]([CH2:19][C:20]2[CH:25]=[CH:24][CH:23]=[CH:22][CH:21]=2)[CH2:27]1)=[O:18]. Reported procedure: The title compound was prepared by a similar method to Example 1 from (2S)-1-(1,3-benzoxazol-2-yl)-2-piperidinecarboxylic acid [see Preparation 3] and 1-benzyl-3-piperidinylamine [see J. Med. Chem. (1980), 23(8), 848-851]. The crude product was purified by column chromatography on silica gel eluting with a solvent gradient of 90:10 changing to 40:60, by volume, hexane:ethyl acetate in 10% increments, to afford (2S)-1-(1,3-benzoxazol-2-yl)-N2-(1-benzyl-3-piperidinyl)hexahydro-2-pyridinecarboxamid... Reactants: COCCOC, COc1ccccc1Oc1c(Cl)nc(-c2ccncc2)nc1NS(=O)(=O)CCc1ccccc1, [H-], [Na+], OCCO. Yields the product COc1ccccc1Oc1c(NS(=O)(=O)CCc2ccccc2)nc(-c2ccncc2)nc1OCCO. As a reaction SMILES: [CH3:41][O:42][CH2:43][CH2:44][O:45][CH3:46].[Cl:7][c:8]1[c:9]([O:32][c:33]2[c:34]([O:39][CH3:40])[cH:35][cH:36][cH:37][cH:38]2)[c:10]([NH:20][S:21](=[O:22])(=[O:23])[CH2:24][CH2:25][c:26]2[cH:27][cH:28][cH:29][cH:30][cH:31]2)[n:11][c:12](-[c:14]2[cH:15][cH:16][n:17][cH:18][cH:19]2)[n:13]1.[H-:2].[Na+:1].[OH:3][CH2:4][CH2:5][OH:6]>>[OH:3][CH2:4][CH2:5][O:6][c:8]1[c:9]([O:32][c:33]2[c:34]([O:39][CH3:40])[cH:35][cH:36][cH:37][cH:38]2)[c:10]([NH:20][S:21](=[O:22])(=[O:23])[CH2:24][CH2:25][c:26]2[cH:27][cH:28][cH:29][cH:30][cH:31]2)[n:11][c:12](-[c:14]2[cH:15][cH:16][n:17][cH:18][cH:19]2)[n:13]1. The reactants are COC1=CC=C(C=N1)C=O (6-methoxy-3-pyridinecarboxaldehyde), C1=CC=C(C=C1)P(C2=CC=CC=C2)C3=CC=CC=C3 (PPh3), BrN1C(CCC1=O)=O (N-bromosuccinimide), C(=O)(OCC)C=P(C1=CC=CC=C1)(C1=CC=CC=C1)C1=CC=CC=C1 ((carbethoxymethylene)triphenylphosphorane), [OH-].[Na+] (NaOH), alcohol, [H-].[H-].[H-].[H-].[Li+].[Al+3] (LiAlH4), [Br-] (bromide). The product is BrCCCC=1C=CC(=NC1)OC (5-(3-Bromo-propyl)-2-methoxy-pyridine). RXN SMILES: [CH3:1][O:2][C:3]1[N:8]=[CH:7][C:6]([CH:9]=O)=[CH:5][CH:4]=1.C(C=P([C:30]1[CH:35]=CC=CC=1)(C1C=CC=CC=1)C1C=CC=CC=1)(OCC)=O.[OH-].[Na+].[H-].[H-].[H-].[H-].[Li+].[Al+3].[Br-].[Br:45]N1C(=O)CCC1=O.C1C=CC(P(C2C=CC=CC=2)C2C=CC=CC=2)=CC=1>>[Br:45][CH2:35][CH2:30][CH2:9][C:6]1[CH:5]=[CH:4][C:3]([O:2][CH3:1])=[N:8][CH:7]=1 |f:2.3,4.5.6.7.8.9|. Reported procedure: The title compound is prepared from 6-methoxy-3-pyridinecarboxaldehyde (0.5 g, Aldrich) by a sequence of standard transformations consisting of Wittig reaction with (carbethoxymethylene)triphenylphosphorane and NaOH, catalytic hydrogenation of the exocyclic C—C double bond, reduction to the corresponding alcohol with LiAlH4, and conversion to the bromide using N-bromosuccinimide and PPh3. Starting materials: BrC[C@H](O)C1=CC(=C(C=C1)OCC1=CC=CC=C1)NC=O ((R)-2-Bromo-1-(3-formamido-4-benzyloxyphenyl)ethanol), N1C=NC=C1 (imidazole), C(CCC)[Si](C)(C)Cl (butyldimethylsilyl chloride), N1C=NC=C1 (Imidazole), [Si](C)(C)(C(C)(C)C)Cl (tert-butyldimethylsilyl chloride). Solvent: C(C)(=O)OC(C)C (isopropyl acetate), hexanes, CN(C=O)C (dimethylformamide). Reaction conditions: time 72 hour. The product is C(C1=CC=CC=C1)OC1=C(C=C(C=C1)[C@H](CBr)O[Si](C)(C)C(C)(C)C)NC=O (N-{2-Benzyloxy-5-[(R)-2-bromo-1-(tert-butyldimethylsilanyloxy)ethyl]phenyl}-formamide). The yield is 67.9%. As a reaction SMILES: [Br:1][CH2:2][C@@H:3]([C:5]1[CH:10]=[CH:9][C:8]([O:11][CH2:12][C:13]2[CH:18]=[CH:17][CH:16]=[CH:15][CH:14]=2)=[C:7]([NH:19][CH:20]=[O:21])[CH:6]=1)[OH:4].N1C=CN=C1.[Si:27](Cl)([C:30]([CH3:33])([CH3:32])[CH3:31])([CH3:29])[CH3:28].C([Si](Cl)(C)C)CCC>CN(C)C=O.C(OC(C)C)(=O)C>[CH2:12]([O:11][C:8]1[CH:9]=[CH:10][C:5]([C@@H:3]([O:4][Si:27]([C:30]([CH3:33])([CH3:32])[CH3:31])([CH3:29])[CH3:28])[CH2:2][Br:1])=[CH:6][C:7]=1[NH:19][CH:20]=[O:21])[C:13]1[CH:14]=[CH:15][CH:16]=[CH:17][CH:18]=1. Procedure details: (R)-2-Bromo-1-(3-formamido-4-benzyloxyphenyl)ethanol (9.9 g, 28 mmol) was dissolved in dimethylformamide (36 mL). Imidazole (2.3 g, 34 mmol) and tert-butyldimethylsilyl chloride (4.7 g, 31 mmol) were added. The solution was stirred under nitrogen atmosphere for 72 h. Additional imidazole (0.39 g, 5.7 mmol) and tent-butyldimethylsilyl chloride (0.64 g, 4.3 mmol) were added and the reaction was stirred for an additional 20 h. The reaction mixture was then diluted with a mixture of isopropyl acetat... Starting materials: [Al+3], COC(=O)c1cccc2c1CN(Cc1ccccc1)C2, [H-], [H-], [H-], [H-], [Li+], [Na+], [Na+], O=S(=O)([O-])[O-], C1CCOC1. The product is OCc1cccc2c1CN(Cc1ccccc1)C2. Reaction SMILES: [Al+3:22].[CH2:1]([c:2]1[cH:3][cH:4][cH:5][cH:6][cH:7]1)[N:8]1[CH2:9][c:10]2[cH:11][cH:12][cH:13][c:14]([C:17](=[O:18])[O:19][CH3:20])[c:15]2[CH2:16]1.[H-:21].[H-:24].[H-:25].[H-:26].[Li+:23].[Na+:27].[Na+:28].[O-:29][S:30](=[O:31])(=[O:32])[O-:33].[O:34]1[CH2:35][CH2:36][CH2:37][CH2:38]1>>[CH2:1]([c:2]1[cH:3][cH:4][cH:5][cH:6][cH:7]1)[N:8]1[CH2:9][c:10]2[cH:11][cH:12][cH:13][c:14]([CH2:17][OH:18])[c:15]2[CH2:16]1. The reactants are [H-].[Na+] (sodium hydride), C(C1=CC=CC=C1)N(C(C1=C(C(=CC=C1F)Br)F)=O)CCO (N-benzyl-3-bromo-2,6-difluoro-N-(2-hydroxyethyl)benzamide), ice water. The solvent is CN(C=O)C (N,N-dimethylformamide). Reaction conditions: time 1 hour. Yields the product C(C1=CC=CC=C1)N1CCOC2=C(C1=O)C(=CC=C2Br)F (4-benzyl-9-bromo-6-fluoro-3,4-dihydro-1,4-benzoxazepine-5 (2H)-one). The yield is 98.7%. RXN SMILES: [CH2:1]([N:8]([CH2:20][CH2:21][OH:22])[C:9](=[O:19])[C:10]1[C:15]([F:16])=[CH:14][CH:13]=[C:12]([Br:17])[C:11]=1F)[C:2]1[CH:7]=[CH:6][CH:5]=[CH:4][CH:3]=1.[H-].[Na+]>CN(C)C=O>[CH2:1]([N:8]1[C:9](=[O:19])[C:10]2[C:15]([F:16])=[CH:14][CH:13]=[C:12]([Br:17])[C:11]=2[O:22][CH2:21][CH2:20]1)[C:2]1[CH:7]=[CH:6][CH:5]=[CH:4][CH:3]=1 |f:1.2|. Procedure: To a solution of N-benzyl-3-bromo-2,6-difluoro-N-(2-hydroxyethyl)benzamide (1.50 g, 4.05 mmol) in N,N-dimethylformamide (30 ml) under ice-cooling, 60% sodium hydride (210 mg, 5.27 mmol) was added, and the mixture was stirred for 1 hr under ice-cooling. The reaction mixture was poured into ice water, and the mixture was extracted with ethyl acetate. The extract was washed with water and dried over anhydrous magnesium sulfate. The solvent was evaporated under reduced pressure to give the desired p...